From a dataset of the Open Reaction Database (ORD), a public repository of structured organic reaction records. describe an organic reaction: reactants, conditions, products, and yield Reactants: C(C1=CC=CC=C1)OC(=O)C1(CCCC1)N(S(=O)(=O)C1=CC=C(C=C1)OC1=CC=C(C=C1)F)CCCO[Si](C)(C)C(C)(C)C (1{[3-(tert-butyl-dimethylsilanyloxy)-propyl]-[4-(4-fluorophenoxy)benzenesulfonyl]-amino}cyclopentanecarboxylic acid benzyl ester), B(F)(F)F.CCOCC (boron trifluoride etherate). Run in C(Cl)Cl (methylene chloride). Reaction conditions: time 1 hour. Yields the product C(C1=CC=CC=C1)OC(=O)C1(CCCC1)N(CCCO)S(=O)(=O)C1=CC=C(C=C1)OC1=CC=C(C=C1)F (1-[[4-(4-fluorophenoxy)benzenesulfonyl]-(3-hydroxypropyl)amino]cyclopentanecarboxylic acid benzyl ester). Isolated yield 102.5%. RXN SMILES: [CH2:1]([O:8][C:9]([C:11]1([N:16]([CH2:34][CH2:35][CH2:36][O:37][Si](C(C)(C)C)(C)C)[S:17]([C:20]2[CH:25]=[CH:24][C:23]([O:26][C:27]3[CH:32]=[CH:31][C:30]([F:33])=[CH:29][CH:28]=3)=[CH:22][CH:21]=2)(=[O:19])=[O:18])[CH2:15][CH2:14][CH2:13][CH2:12]1)=[O:10])[C:2]1[CH:7]=[CH:6][CH:5]=[CH:4][CH:3]=1.B(F)(F)F.CCOCC>C(Cl)Cl>[CH2:1]([O:8][C:9]([C:11]1([N:16]([S:17]([C:20]2[CH:21]=[CH:22][C:23]([O:26][C:27]3[CH:32]=[CH:31][C:30]([F:33])=[CH:29][CH:28]=3)=[CH:24][CH:25]=2)(=[O:19])=[O:18])[CH2:34][CH2:35][CH2:36][OH:37])[CH2:12][CH2:13][CH2:14][CH2:15]1)=[O:10])[C:2]1[CH:7]=[CH:6][CH:5]=[CH:4][CH:3]=1 |f:1.2|. Reported procedure: To a solution of the crude 1{[3-(tert-butyl-dimethylsilanyloxy)-propyl]-[4-(4-fluorophenoxy)benzenesulfonyl]-amino}cyclopentanecarboxylic acid benzyl ester (279 grams) in methylene chloride (1 L) at room temperature was added boron trifluoride etherate (103 mL, 0.84 mole). After 1 hour, the reaction was quenched by sequential addition of saturated ammonium chloride solution and water. The organic phase was separated, washed with water and brine and dried over magnesium sulfate. Evaporation of th...